describe an organic reaction: reactants, conditions, products, and yield From a dataset of the Open Reaction Database (ORD), a public repository of structured organic reaction records. Procedure details: To a solution of 3.0 g of 3-trifluoromethyl-2-pentenyl p-toluenesulfonate and 2.3 g of methyl (3,3,3-trifluoropropylsulfonyl)acetate in 50 ml of N,N-dimethylformamide was added 0.4 g of sodium hydride (60% in oil) at room temperature. The reaction mixture was stirred at the same temperature for 10 hours, at 60° C. for 6 hours and then at 90° C. for 1 hour. The reaction mixture was allowed to stand to cool to nearly room temperature. To the reaction mixture was added 10% hydrochloric acid and the... Product: FC(C(=CCC(C(=O)OC)S(=O)(=O)CCC(F)(F)F)CC)(F)F (methyl 5-trifluoromethyl-2-(3,3,3-trifluoropropylsulfonyl)-4-heptenoate). Reactants: Cl (hydrochloric acid), C1(=CC=C(C=C1)S(=O)(=O)OCC=C(CC)C(F)(F)F)C (3-trifluoromethyl-2-pentenyl p-toluenesulfonate), FC(CCS(=O)(=O)CC(=O)OC)(F)F (methyl (3,3,3-trifluoropropylsulfonyl)acetate), [H-].[Na+] (sodium hydride). The yield is 0.0%. Solvent: CN(C=O)C (N,N-dimethylformamide). Reaction conditions: temperature 60 celsius, time 6 hour. As a reaction SMILES: C1(C)C=CC(S(O[CH2:11][CH:12]=[C:13]([C:16]([F:19])([F:18])[F:17])[CH2:14][CH3:15])(=O)=O)=CC=1.[F:21][C:22]([F:34])([F:33])[CH2:23][CH2:24][S:25]([CH2:28][C:29]([O:31][CH3:32])=[O:30])(=[O:27])=[O:26].[H-].[Na+].Cl>CN(C)C=O>[F:17][C:16]([F:19])([F:18])[C:13]([CH2:14][CH3:15])=[CH:12][CH2:11][CH:28]([S:25]([CH2:24][CH2:23][C:22]([F:21])([F:33])[F:34])(=[O:26])=[O:27])[C:29]([O:31][CH3:32])=[O:30] |f:2.3|. The reactants are CO, C=C(CCl)c1ccc([N+](=O)[O-])cc1. The product is C=C(COC)c1ccc([N+](=O)[O-])cc1. RXN SMILES: [CH3:14][OH:15].[Cl:1][CH2:2][C:3](=[CH2:4])[c:5]1[cH:6][cH:7][c:8]([N+:11](=[O:12])[O-:13])[cH:9][cH:10]1>>[CH2:2]([C:3](=[CH2:4])[c:5]1[cH:6][cH:7][c:8]([N+:11](=[O:12])[O-:13])[cH:9][cH:10]1)[O:15][CH3:14]. Reactants: COc1ccc(Cl)cc1C1(O)CCN(C(=O)OC(C)(C)C)CC1, CI, [H-], [Na+], CN(C)C=O, O. Product: COc1ccc(Cl)cc1C1(OC)CCN(C(=O)OC(C)(C)C)CC1. RXN SMILES: [C:3]([CH3:4])([CH3:5])([CH3:6])[O:7][C:8](=[O:9])[N:10]1[CH2:11][CH2:12][C:13]([OH:16])([c:17]2[c:18]([O:24][CH3:25])[cH:19][cH:20][c:21]([Cl:23])[cH:22]2)[CH2:14][CH2:15]1.[CH3:26][I:27].[H-:2].[Na+:1].[O:29]=[CH:30][N:31]([CH3:32])[CH3:33].[OH2:28]>>[C:3]([CH3:4])([CH3:5])([CH3:6])[O:7][C:8](=[O:9])[N:10]1[CH2:11][CH2:12][C:13]([O:16][CH3:26])([c:17]2[c:18]([O:24][CH3:25])[cH:19][cH:20][c:21]([Cl:23])[cH:22]2)[CH2:14][CH2:15]1. The reactants are C1(NNC(C2=CC=CC=C12)=O)=O (2,3-Dihydrophthalazine-1,4-dione), [H-].[Na+] (sodium hydride), CN(C=O)C (dimethylformamide), CI (methyl iodide). Yields the product CN1C(C2=CC=CC=C2C(=N1)OC)=O (2-Methyl-4-Methoxyphthalazine-1(2H)-One). Yield: 78.0%. RXN SMILES: C1(=O)[C:10]2[C:5](=[CH:6][CH:7]=[CH:8][CH:9]=2)[C:4](=[O:11])[NH:3]N1.[H-].[Na+].[CH3:15]I.[CH3:17][N:18](C)[CH:19]=[O:20]>>[CH3:17][N:18]1[N:11]=[C:4]([O:3][CH3:15])[C:5]2[C:6](=[CH:7][CH:8]=[CH:9][CH:10]=2)[C:19]1=[O:20] |f:1.2|. Procedure: 2,3-Dihydrophthalazine-1,4-dione (0.02 mol) was added to a suspension of sodium hydride (0.04 mol; 50% solution in mineral oil) in anhydrous dimethylformamide (100 ml). To this was slowly added an excess amount of methyl iodide (0.05 mol). The mixture was stirred under reflux for 24 hours. The solvent was evaporated and the product purified by recrystallization from benzene. The purified product was obtained in a yield of 78 percent. Starting materials: CN(C)C=O, COc1cc(C(C)=O)ccc1OCCCl, Cl, Fc1ccc2c(C3CCNCC3)noc2c1, [K+], [K+], O=C([O-])[O-], O. Yields the product COc1cc(C(C)=O)ccc1OCCN1CCC(c2noc3cc(F)ccc23)CC1. As a reaction SMILES: [CH3:39][N:40]([CH3:41])[CH:42]=[O:43].[Cl:24][CH2:25][CH2:26][O:27][c:28]1[c:29]([O:37][CH3:38])[cH:30][c:31]([C:34]([CH3:35])=[O:36])[cH:32][cH:33]1.[ClH:1].[F:2][c:3]1[cH:4][c:5]2[c:6]([c:7]([CH:10]3[CH2:11][CH2:12][NH:13][CH2:14][CH2:15]3)[n:8][o:9]2)[cH:16][cH:17]1.[K+:18].[K+:19].[O-:20][C:21]([O-:22])=[O:23].[OH2:44]>>[F:2][c:3]1[cH:4][c:5]2[c:6]([c:7]([CH:10]3[CH2:11][CH2:12][N:13]([CH2:25][CH2:26][O:27][c:28]4[c:29]([O:37][CH3:38])[cH:30][c:31]([C:34]([CH3:35])=[O:36])[cH:32][cH:33]4)[CH2:14][CH2:15]3)[n:8][o:9]2)[cH:16][cH:17]1. Starting materials: CCN=C=NCCCN(C)C, CCN(C(C)C)C(C)C, Cl, Cl, O=Cc1ccccc1OC1CCNCC1, CN(C)C=O, O, On1nnc2ccccc21, O=C(O)CNC(=O)c1cc(-c2ccccc2)[nH]n1. Yields the product O=Cc1ccccc1OC1CCN(C(=O)CNC(=O)c2cc(-c3ccccc3)[nH]n2)CC1. RXN SMILES: [CH3:38][CH2:39][N:40]=[C:41]=[N:42][CH2:43][CH2:44][CH2:45][N:46]([CH3:47])[CH3:48].[CH:1]([N:2]([CH2:3][CH3:4])[CH:5]([CH3:6])[CH3:7])([CH3:8])[CH3:9].[ClH:49].[ClH:50].[NH:51]1[CH2:52][CH2:53][CH:54]([O:57][c:58]2[c:59]([CH:60]=[O:61])[cH:62][cH:63][cH:64][cH:65]2)[CH2:55][CH2:56]1.[O:66]=[CH:67][N:68]([CH3:69])[CH3:70].[OH2:71].[OH:28][n:29]1[c:30]2[c:31]([cH:32][cH:33][cH:34][cH:35]2)[n:36][n:37]1.[c:10]1(-[c:16]2[cH:17][c:18]([C:21](=[O:22])[NH:23][CH2:24][C:25](=[O:26])[OH:27])[n:19][nH:20]2)[cH:11][cH:12][cH:13][cH:14][cH:15]1>>[c:10]1(-[c:16]2[cH:17][c:18]([C:21](=[O:22])[NH:23][CH2:24][C:25](=[O:27])[N:51]3[CH2:52][CH2:53][CH:54]([O:57][c:58]4[c:59]([CH:60]=[O:61])[cH:62][cH:63][cH:64][cH:65]4)[CH2:55][CH2:56]3)[n:19][nH:20]2)[cH:11][cH:12][cH:13][cH:14][cH:15]1. Starting materials: CC1=C(CNC=2C=3N(C=CC2)C(=C(N3)C)C(C)O)C=CC=C1C (1-[8-(2,3-dimethylbenzylamino)-2-methylimidazo[1,2-a]pyridine-3-yl]-1-ethanol), C1(=CC=C(C=C1)S(=O)(=O)O)C (p-toluenesulfonic acid), O (water). Solvent: C1=CC=CC=C1 (benzene). Product: CC1=C(CNC=2C=3N(C=CC2)C(=C(N3)C)C=C)C(=CC=C1)C (8-(2,6-dimethylbenzylamino)-2-methyl-3-vinylimidazo[1,2-a]pyridine). Isolated yield 141.8%. RXN SMILES: [CH3:1][C:2]1[C:22](C)=[CH:21][CH:20]=[CH:19][C:3]=1[CH2:4][NH:5][C:6]1[C:7]2[N:8]([C:12]([CH:16](O)[CH3:17])=[C:13]([CH3:15])[N:14]=2)[CH:9]=[CH:10][CH:11]=1.[C:24]1(C)C=CC(S(O)(=O)=O)=CC=1.O>C1C=CC=CC=1>[CH3:1][C:2]1[CH:22]=[CH:21][CH:20]=[C:19]([CH3:24])[C:3]=1[CH2:4][NH:5][C:6]1[C:7]2[N:8]([C:12]([CH:16]=[CH2:17])=[C:13]([CH3:15])[N:14]=2)[CH:9]=[CH:10][CH:11]=1. Procedure details: A mixture of 1-[8-(2,3-dimethylbenzylamino)-2-methylimidazo[1,2-a]pyridine-3-yl]-1-ethanol (0.2 g, 0.65 mmol) and p-toluenesulfonic acid (0.029 g, 0.15 mmol) in benzene (40 ml) was refluxed for 20 h with Dean-Stark water separation. The solvent was evaporated under reduced pressure, the residue was solved in methylene chloride and washed with saturated sodium bicarbonate solution. The organic layer was separated, dried and evaporated under reduced pressure. Purification of the residue by column ... The reactants are ice water, ClC1=NC=CN=C1Cl (2,3-dichloropyrazine), C(C=C)O (allyl alcohol), [H-].[Na+] (sodium hydride). The solvent is CS(=O)C (dimethylsulphoxide). Product: C(C=C)OC1=NC=CN=C1Cl (2-Allyloxy-3-chloro-pyrazine). RXN SMILES: Cl[C:2]1[C:7]([Cl:8])=[N:6][CH:5]=[CH:4][N:3]=1.[CH2:9]([OH:12])[CH:10]=[CH2:11].[H-].[Na+]>CS(C)=O>[CH2:9]([O:12][C:2]1[C:7]([Cl:8])=[N:6][CH:5]=[CH:4][N:3]=1)[CH:10]=[CH2:11] |f:2.3|. Procedure: 59.6 g of 2,3-dichloropyrazine and 92.8 g of allyl alcohol are dissolved in 400 ml of dimethylsulphoxide. 9.6 g of sodium hydride are introduced into this solution over the course of 30 minutes at 0°-5° C., whilst stirring. The mixture is then stirred for 15 hours at room temperature. Thereafter the reaction mixture is poured into 2 liters of ice water and extracted by shaking with ether. The ether extracts are washed with water, dried over sodium sulphate and evaporated in a waterpump vacuum. T...